Dataset: the Open Reaction Database (ORD), a public repository of structured organic reaction records. Task: describe an organic reaction: reactants, conditions, products, and yield The reactants are CCNC(=O)Nc1ccc2ncc(C=Cc3ccc(F)cc3)nc2n1, CCO, O=C[O-], [NH4+], [Pd]. Yields the product CCNC(=O)Nc1ccc2ncc(CCc3ccc(F)cc3)nc2n1. Reaction SMILES: [CH2:1]([CH3:2])[NH:3][C:4](=[O:5])[NH:6][c:7]1[cH:8][cH:9][c:10]2[c:11]([n:12][c:13]([CH:16]=[CH:17][c:18]3[cH:19][cH:20][c:21]([F:24])[cH:22][cH:23]3)[cH:14][n:15]2)[n:25]1.[CH3:30][CH2:31][OH:32].[CH:26]([O-:27])=[O:28].[NH4+:29].[Pd:33]>>[CH2:1]([CH3:2])[NH:3][C:4](=[O:5])[NH:6][c:7]1[cH:8][cH:9][c:10]2[c:11]([n:12][c:13]([CH2:16][CH2:17][c:18]3[cH:19][cH:20][c:21]([F:24])[cH:22][cH:23]3)[cH:14][n:15]2)[n:25]1. The reactants are C(C)N1C=C(C(C2=CC(=C(N=C12)Cl)F)=O)C(=O)O (1-ethyl-6-fluoro-7-chloro-4-oxo-1,4-dihydro-1,8-naphthyridine-3-carboxylic acid), C1NCCC12CNCC2 (2,7-diazaspiro[4.4]nonane). The solvent is C(C)#N (acetonitrile). Reaction conditions: time 4.5 hour. Product: Cl.C(C)N1C=C(C(C2=CC(=C(N=C12)N1CC2(CC1)CNCC2)F)=O)C(=O)O (1-Ethyl-6-fluoro-1,4-dihydro-7-(2,7-diazaspiro[4.4]non-2-yl)-4-oxo-1,8-naphthyridine-3-carboxylic acid Hydrochloride). Isolated yield 33.4%. Reaction SMILES: [CH2:1]([N:3]1[C:12]2[C:7](=[CH:8][C:9]([F:14])=[C:10]([Cl:13])[N:11]=2)[C:6](=[O:15])[C:5]([C:16]([OH:18])=[O:17])=[CH:4]1)[CH3:2].[CH2:19]1[C:23]2([CH2:27][CH2:26][NH:25][CH2:24]2)[CH2:22][CH2:21][NH:20]1>C(#N)C>[ClH:13].[CH2:1]([N:3]1[C:12]2[C:7](=[CH:8][C:9]([F:14])=[C:10]([N:20]3[CH2:21][CH2:22][C:23]4([CH2:27][CH2:26][NH:25][CH2:24]4)[CH2:19]3)[N:11]=2)[C:6](=[O:15])[C:5]([C:16]([OH:18])=[O:17])=[CH:4]1)[CH3:2] |f:3.4|. Procedure details: A suspension of of 1.10 g (4.00 mmol) 1-ethyl-6-fluoro-7-chloro-4-oxo-1,4-dihydro-1,8-naphthyridine-3-carboxylic acid in 40 ml acetonitrile was treated with 1.10 g (8.7 mmol) 2,7-diazaspiro[4.4]nonane and the mixture was stirred at room temperature 4.5 hours. A crude solid was filtered, stirred with 10 ml water, filtered, dissolved in 100 ml 6M ammonium hydroxide and lyophilized to afford 0.53 g of solid. This was dissolved in dilute hydrochloric acid, filtered, lyophilized and crystallized from...